This data is from the Open Reaction Database (ORD), a public repository of structured organic reaction records. The task is: describe an organic reaction: reactants, conditions, products, and yield Solvent: C1CCOC1 (THF), C1CCOC1 (THF), C1CCOC1 (THF). Run at time 1 hour. Procedure: To a stirred solution of NaH (60%) (0.112 g, 2.78 mmol) in THF (6 ml), N-methylpyridin-2-amine (prepared by N-methylation of 2-aminopyridine) (0.3 g, 2.78 mmol) in THF (2 ml) was added and stirred for 1 h. To this a solution of Sulfamoyl chloride (0.32 g, 2.78 mmol) in THF (1 ml) was added and stirred for 2 h at RT. Reaction mass was quenched with methanol (0.6 ml) at ice cold condition and concentrated to dryness to get crude which was purified using neutral alumina column, eluent ethyl acetate... Starting materials: S(N)(=O)(=O)Cl (Sulfamoyl chloride), [H-].[Na+] (NaH), CNC1=NC=CC=C1 (N-methylpyridin-2-amine). As a reaction SMILES: [H-].[Na+].[CH3:3][NH:4][C:5]1[CH:10]=[CH:9][CH:8]=[CH:7][N:6]=1.[S:11](Cl)(=[O:14])(=[O:13])[NH2:12]>C1COCC1>[CH3:3][N:4]([C:5]1[CH:10]=[CH:9][CH:8]=[CH:7][N:6]=1)[S:11]([NH2:12])(=[O:14])=[O:13] |f:0.1|. Product: CN(S(=O)(=O)N)C1=NC=CC=C1 (N-methyl-N-(pyridin-2-yl)sulfamide), solid. The yield is 23.0%. Reactants: salt, CC(C)([O-])C.[K+] (potassium tert-butoxide), FC1=C(C=O)C=C(C=C1)C=1C=C(C=C2C=CC=NC12)C(C)C (2-fluoro-5-(6-isopropylquinolin-8-yl)-benzaldehyde), CS(=O)(=O)C1=CC=C(CCl)C=C1 (4-methanesulfonylbenzyl chloride), C1(=CC=CC=C1)P(C1=CC=CC=C1)C1=CC=CC=C1 (triphenylphosphine). The solvent is C1CCOC1 (THF), C(C)#N (acetonitrile), Cl (HCl), C(C)(=O)OCC (ethyl acetate). Conditions: temperature 21 celsius, time 30 minute. Product: FC1=C(C=C(C=C1)C=1C=C(C=C2C=CC=NC12)C(C)C)C=CC1=CC=C(C=C1)S(=O)(=O)C (8-{4-fluoro-3-[2-(4-methanesulfonyl-phenyl)-vinyl]-phenyl}-6-isopropyl-quinoline). Reaction SMILES: [CH3:1][S:2]([C:5]1[CH:12]=[CH:11][C:8]([CH2:9]Cl)=[CH:7][CH:6]=1)(=[O:4])=[O:3].C1(P(C2C=CC=CC=2)C2C=CC=CC=2)C=CC=CC=1.CC(C)([O-])C.[K+].[F:38][C:39]1[CH:46]=[CH:45][C:44]([C:47]2[CH:48]=[C:49]([CH:57]([CH3:59])[CH3:58])[CH:50]=[C:51]3[C:56]=2[N:55]=[CH:54][CH:53]=[CH:52]3)=[CH:43][C:40]=1[CH:41]=O>C(#N)C.C1COCC1.Cl.C(OCC)(=O)C>[F:38][C:39]1[CH:46]=[CH:45][C:44]([C:47]2[CH:48]=[C:49]([CH:57]([CH3:58])[CH3:59])[CH:50]=[C:51]3[C:56]=2[N:55]=[CH:54][CH:53]=[CH:52]3)=[CH:43][C:40]=1[CH:41]=[CH:9][C:8]1[CH:11]=[CH:12][C:5]([S:2]([CH3:1])(=[O:4])=[O:3])=[CH:6][CH:7]=1 |f:2.3|. Reported procedure: A solution of 4-methanesulfonylbenzyl chloride (10 g, 49 mmol) and triphenylphosphine (12.8 g, 49 mmol) in acetonitrile (100 mL) was stirred for 18 h at reflux. The resulting reaction mixture was cooled to 21° C. and the phosphorus salt crystallised from CH3CN/ether. To a suspension of the salt (875 mg, 1.87 mmol) in THF (15 mL) at 0° C. was added potassium tert-butoxide (1M, THF, 1.87 mL, 1.87 mmol) dropwise and the resulting mixture stirred 30 min at 0° C. The mixture was cooled to −78° C. and...